This data is from the Open Reaction Database (ORD), a public repository of structured organic reaction records. The task is: describe an organic reaction: reactants, conditions, products, and yield Starting materials: S(O)(O)(=O)=O (sulfuric acid), ice water, C(#N)C1=CC(OC2=C1C=C(C=C2)[N+](=O)[O-])(C)C (4-cyano-2,2-dimethyl-6-nitro-2H-1-benzopyran), C(C)(=O)O (acetic acid), S(O)(O)(=O)=O (sulfuric acid). Run in O (water). Reaction conditions: time 1 hour. Yields the product CC1(OC2=C(C(=C1)C(=O)O)C=C(C=C2)[N+](=O)[O-])C (2,2-dimethyl-6-nitro-2H-1-benzopyran-4-carboxylic acid). RXN SMILES: C(C1[C:8]2[CH:9]=[C:10]([N+:13]([O-:15])=[O:14])[CH:11]=[CH:12][C:7]=2[O:6][C:5]([CH3:17])([CH3:16])[CH:4]=1)#N.[C:18]([OH:21])(=[O:20])[CH3:19].S(=O)(=O)(O)O>O>[CH3:16][C:5]1([CH3:17])[CH:4]=[C:19]([C:18]([OH:21])=[O:20])[C:8]2[CH:9]=[C:10]([N+:13]([O-:15])=[O:14])[CH:11]=[CH:12][C:7]=2[O:6]1. Reported procedure: MS: 230 (M+) ##STR41## A mixture of 13.0 g of 4-cyano-2,2-dimethyl-6-nitro-2H-1-benzopyran, 400 ml of acetic acid, 200 ml of water, and 100 ml of concentrated sulfuric acid was heated at reflux for 1.5 hours. After adding 100 ml of concentrated sulfuric acid, the refluxing was further continued for an additional period of 1 hour. The reaction mixture was poured into ice-water. The thus precipitated crystal was washed with water, dried, and recrystallized from a mixed solvent of acetonitrile and ... Starting materials: C(C)(=O)OC(C)=O (acetic anhydride), NC=1C=CC(=C(C1)O)N(CCO)C(=O)OCC1=CC=CC=C1 (5-amino-2-[N-benzyloxycarbonyl-N-(β-hydroxyethyl)amino]phenol). The solvent is C(C)(=O)OCC (ethyl acetate). Conditions: temperature 80 celsius. Product: O.C(C)(=O)NC=1C=CC(=C(C1)O)N(CCO)C(=O)OCC1=CC=CC=C1.C(C)(=O)NC=1C=CC(=C(C1)O)N(C(=O)OCC1=CC=CC=C1)CCO (5-acetamido-2-[N-benzyloxycarbonyl -N-(β-hydroxyethyl)amino]phenol hemihydrate). RXN SMILES: [C:1](OC(=O)C)(=[O:3])[CH3:2].[NH2:8][C:9]1[CH:10]=[CH:11][C:12]([N:16]([C:20]([O:22][CH2:23][C:24]2[CH:29]=[CH:28][CH:27]=[CH:26][CH:25]=2)=[O:21])[CH2:17][CH2:18][OH:19])=[C:13]([OH:15])[CH:14]=1>C(OCC)(=O)C>[OH2:3].[C:1]([NH:8][C:9]1[CH:10]=[CH:11][C:12]([N:16]([C:20]([O:22][CH2:23][C:24]2[CH:29]=[CH:28][CH:27]=[CH:26][CH:25]=2)=[O:21])[CH2:17][CH2:18][OH:19])=[C:13]([OH:15])[CH:14]=1)(=[O:3])[CH3:2].[C:1]([NH:8][C:9]1[CH:10]=[CH:11][C:12]([N:16]([CH2:17][CH2:18][OH:19])[C:20]([O:22][CH2:23][C:24]2[CH:29]=[CH:28][CH:27]=[CH:26][CH:25]=2)=[O:21])=[C:13]([OH:15])[CH:14]=1)(=[O:3])[CH3:2] |f:3.4.5|. Procedure: 0.24 mole (23 ml) of acetic anhydride is added dropwise to a solution of 0.24 mole (72 g) of 5-amino-2-[N-benzyloxycarbonyl-N-(β-hydroxyethyl)amino]phenol in one liter of ethyl acetate heated to 80° C. After evaporation of the solvent under vacuum, the expected product is purified on a silica column. It then melts at 72° C. Reactants: C1=C(C=CC2=CC=CC=C12)S(=O)(=O)C1=CC=C(C=O)C=C1 (4-(Naphthalene-2-sulphonyl)benzaldehyde), C(C)(=O)OCC (Ethyl acetate), [Mn](=O)(=O)(=O)[O-].[K+] (potassium permanganate), Cl (hydrochloric acid). The reagents and catalysts are [Br-].C(CCCCCCCCCCCCCCC)[N+](C)(C)C (cetyltrimethylammonium bromide). Run in O (water). Run at temperature 60 celsius, time 2 hour. Yields the product C1=C(C=CC2=CC=CC=C12)S(=O)(=O)C1=CC=C(C(=O)O)C=C1 (4-(naphthalene-2-sulphonyl)benzoic acid). Isolated yield 41.1%. RXN SMILES: [CH:1]1[C:10]2[C:5](=[CH:6][CH:7]=[CH:8][CH:9]=2)[CH:4]=[CH:3][C:2]=1[S:11]([C:14]1[CH:21]=[CH:20][C:17]([CH:18]=[O:19])=[CH:16][CH:15]=1)(=[O:13])=[O:12].[Mn]([O-])(=O)(=O)=[O:23].[K+].Cl.C(OCC)(=O)C>O.[Br-].C([N+](C)(C)C)CCCCCCCCCCCCCCC>[CH:1]1[C:10]2[C:5](=[CH:6][CH:7]=[CH:8][CH:9]=2)[CH:4]=[CH:3][C:2]=1[S:11]([C:14]1[CH:21]=[CH:20][C:17]([C:18]([OH:23])=[O:19])=[CH:16][CH:15]=1)(=[O:13])=[O:12] |f:1.2,6.7|. Procedure: 4-(Naphthalene-2-sulphonyl)benzaldehyde (0.97 g) was suspended in water (25 ml) containing cetyltrimethylammonium bromide (58 mg). The mixture was stirred and heated to 60° C., and potassium permanganate (0.95 g) was added in small portions over 1 hour. Heating was continued for a further 2 hours. The mixture was cooled to room temperature and was acidified with 2M hydrochloric acid. Ethyl acetate was added to the stirred mixture, which was filtered through a pad of celite. The ethyl acetate lay... The reactants are Cc1ccc(S(=O)(=O)OCCCl)cc1, ClCCl, Oc1ccc(-c2ccc(F)cc2F)cc1, [Na+], [OH-], O. Product: Fc1ccc(-c2ccc(OCCCl)cc2)c(F)c1. Reaction SMILES: [Cl:18][CH2:19][CH2:20][O:21][S:22]([c:23]1[cH:24][cH:25][c:26]([CH3:27])[cH:28][cH:29]1)(=[O:30])=[O:31].[Cl:33][CH2:34][Cl:35].[F:3][c:4]1[c:5](-[c:11]2[cH:12][cH:13][c:14]([OH:17])[cH:15][cH:16]2)[cH:6][cH:7][c:8]([F:10])[cH:9]1.[Na+:2].[OH-:1].[OH2:32]>>[F:3][c:4]1[c:5](-[c:11]2[cH:12][cH:13][c:14]([O:17][CH2:20][CH2:19][Cl:18])[cH:15][cH:16]2)[cH:6][cH:7][c:8]([F:10])[cH:9]1.